From a dataset of the Open Reaction Database (ORD), a public repository of structured organic reaction records. describe an organic reaction: reactants, conditions, products, and yield The reactants are OC1=CC=C(C=C1)CCC(C)NC(C)=O (N-[3-(4-Hydroxyphenyl)-1-methylpropyl]acetamide), [H][H] (hydrogen). Reagents/catalysts: [Rh] (rhodium on carbon). The solvent is C(C)O (ethanol). Yields the product OC1CCC(CC1)CCC(C)NC(C)=O (N-[3-(4-Hydroxycyclohexyl)-1-methylpropyl]acetamide). RXN SMILES: [OH:1][C:2]1[CH:7]=[CH:6][C:5]([CH2:8][CH2:9][CH:10]([NH:12][C:13](=[O:15])[CH3:14])[CH3:11])=[CH:4][CH:3]=1.[H][H]>C(O)C.[Rh]>[OH:1][CH:2]1[CH2:3][CH2:4][CH:5]([CH2:8][CH2:9][CH:10]([NH:12][C:13](=[O:15])[CH3:14])[CH3:11])[CH2:6][CH2:7]1. Reported procedure: N-[3-(4-Hydroxyphenyl)-1-methylpropyl]acetamide (1.0 g, 4.82 mmol) were dissolved in 100 ml of ethanol and hydrogenated in the presence of 5% rhodium on carbon (695 mg) at 100° C. and 100 bar hydrogen pressure for 18 h. The catalyst was filtered off and the filtrate was concentrated. Yield: 1.06 g of crude product, M+H+: 214.2. Starting materials: ClC1=CC=C(C=C1)C(C(=O)OCC)=C (ethyl 4-chlorophenyl-α-methyleneacetate), ClC=1C=C(C=CC1)S (m-chlorothiophenol). Reagents/catalysts: [O-]CC.[Na+] (sodium ethoxide). The solvent is C(C)O (ethanol). Product: ClC1=CC=C(C=C1)C(C(=O)O)CSC1=CC(=CC=C1)Cl (4-chlorophenyl-α-[(3-chlorophenyl)thiomethyl]-acetic acid). Yield: 81.2%. RXN SMILES: [Cl:1][C:2]1[CH:7]=[CH:6][C:5]([C:8](=[CH2:14])[C:9]([O:11]CC)=[O:10])=[CH:4][CH:3]=1.[Cl:15][C:16]1[CH:17]=[C:18]([SH:22])[CH:19]=[CH:20][CH:21]=1>C(O)C.[O-]CC.[Na+]>[Cl:1][C:2]1[CH:3]=[CH:4][C:5]([CH:8]([CH2:14][S:22][C:18]2[CH:19]=[CH:20][CH:21]=[C:16]([Cl:15])[CH:17]=2)[C:9]([OH:11])=[O:10])=[CH:6][CH:7]=1 |f:3.4|. Reported procedure: A solution of the ethyl 4-chlorophenyl-α-methyleneacetate (4.2 g), m-chlorothiophenol (2.9 g) and sodium ethoxide (0.05 g) in ethanol (20 ml) was stirred at room temperature for 12 hours. The reaction mixture was concentrated under reduced pressure, followed by addition of water (150 ml) to the residue, and the mixture was extracted with ether (150 ml). The extract was washed two times with 15% aqueous sodium hydroxide, dried over anhydrous magnesium sulfate, and concentrated under reduced press... Starting materials: CC(C)(C)[O-], CC(NC=O)c1ccc(Cl)cc1, [K+], [K+], [OH-], O. The product is CC(N)c1ccc(Cl)cc1. Reaction SMILES: [CH3:13][C:14]([CH3:15])([O-:16])[CH3:17].[Cl:1][c:2]1[cH:3][cH:4][c:5]([CH:8]([CH3:9])[NH:10][CH:11]=[O:12])[cH:6][cH:7]1.[K+:18].[K+:20].[OH-:19].[OH2:21]>>[Cl:1][c:2]1[cH:3][cH:4][c:5]([CH:8]([CH3:9])[NH2:10])[cH:6][cH:7]1. The reactants are CC=1OCCN1 (2-methyl-2-oxazoline), C1=C(C=CC2=CC=CC=C12)O (2-naphthol), CC=1OCCN1 (2-methyl-2-oxazoline), C1=C(C=CC2=CC=CC=C12)O (2-naphthol), C(C)(=O)OCC (ethyl acetate). Run at temperature 70 celsius, time 6 hour. The product is C1=C(C=CC2=CC=CC=C12)OCCCC(=O)N ((2-(naphthalen-2-yloxy)ethyl)acetamide), solid. The yield is 77.7%. Reaction SMILES: [CH3:1][C:2]1[O:3]CC[N:6]=1.[CH:7]1[C:16]2[C:11](=[CH:12][CH:13]=[CH:14][CH:15]=2)[CH:10]=[CH:9][C:8]=1[OH:17].[C:18](OCC)(=O)[CH3:19]>>[CH:7]1[C:16]2[C:11](=[CH:12][CH:13]=[CH:14][CH:15]=2)[CH:10]=[CH:9][C:8]=1[O:17][CH2:18][CH2:19][CH2:1][C:2]([NH2:6])=[O:3]. Reported procedure: A 3-neck round bottom flask was charged with 2-methyl-2-oxazoline (5.9 mL, 69.4 mmol) followed by 2-naphthol (10.0 g, 69.4 mmol) at room temperature. The resulting mixture was heated to reflux and stirred for 6 h. Reaction was monitored by TLC analysis. Additional 2-methyl-2-oxazoline (2.5 mL, 29.4 mmol) was added to ensure complete conversion of the 2-naphthol and the reaction mixture was heated to reflux for 16 additional hours. The reaction mixture was cooled to 70° C. then poured into ethyl ... Starting materials: [Si](C)(C)(C(C)(C)C)OC(C)C=1C=CC2=C(C(C=3C(=NC=C(C3)Cl)C=C2)=O)C1 (7-(1-{[tert-butyl(dimethyl)silyl]oxy}ethyl)-3-chloro-5H-benzo[4,5]cyclohepta[1,2-b]pyridin-5-one), CN1N=CC(=C1)B1OC(C(O1)(C)C)(C)C (1-methyl-4-(4,4,5,5-tetramethyl-1,3,2-dioxaborolan-2-yl)-1H-pyrazole), C([O-])([O-])=O.[Na+].[Na+] (sodium carbonate), teflon. Reagents/catalysts: Cl[Pd]([P](C1=CC=CC=C1)(C2=CC=CC=C2)C3=CC=CC=C3)([P](C4=CC=CC=C4)(C5=CC=CC=C5)C6=CC=CC=C6)Cl (PdCl2(PPh3)2). Run at temperature 100 celsius, time 8 hour. Product: [Si](C)(C)(C(C)(C)C)OC(C)C=1C=CC2=C(C(C=3C(=NC=C(C3)C=3C=NN(C3)C)C=C2)=O)C1 (7-(1-{[tert-butyl(dimethyl)silyl]oxy}ethyl)-3-(1-methyl-1H-pyrazol-4-yl)-5H-benzo[4,5]cyclohepta[1,2-b]pyridin-5-one). As a reaction SMILES: [Si:1]([O:8][CH:9]([C:11]1[CH:12]=[CH:13][C:14]2[CH:25]=[CH:24][C:18]3=[N:19][CH:20]=[C:21](Cl)[CH:22]=[C:17]3[C:16](=[O:26])[C:15]=2[CH:27]=1)[CH3:10])([C:4]([CH3:7])([CH3:6])[CH3:5])([CH3:3])[CH3:2].[CH3:28][N:29]1[CH:33]=[C:32](B2OC(C)(C)C(C)(C)O2)[CH:31]=[N:30]1.C(=O)([O-])[O-].[Na+].[Na+]>Cl[Pd](Cl)([P](C1C=CC=CC=1)(C1C=CC=CC=1)C1C=CC=CC=1)[P](C1C=CC=CC=1)(C1C=CC=CC=1)C1C=CC=CC=1>[Si:1]([O:8][CH:9]([C:11]1[CH:12]=[CH:13][C:14]2[CH:25]=[CH:24][C:18]3=[N:19][CH:20]=[C:21]([C:32]4[CH:31]=[N:30][N:29]([CH3:28])[CH:33]=4)[CH:22]=[C:17]3[C:16](=[O:26])[C:15]=2[CH:27]=1)[CH3:10])([C:4]([CH3:7])([CH3:6])[CH3:5])([CH3:3])[CH3:2] |f:2.3.4,^1:51,70|. Procedure: A test tube fitted with a teflon septum was charged with 7-(1-{[tert-butyl(dimethyl)silyl]oxy}ethyl)-3-chloro-5H-benzo[4,5]cyclohepta[1,2-b]pyridin-5-one (50 mg, 0.13 mmol), PdCl2(PPh3)2 (9 mg, 0.013 mmol), 1-methyl-4-(4,4,5,5-tetramethyl-1,3,2-dioxaborolan-2-yl)-1H-pyrazole (78 mg, 0.38 mmol), and sodium carbonate (40 mg, 0.38 mmol). The tube was evacuated and backfilled with argon three times. Fully degassed dioxane (1.2 mL) was added and the mixture was stirred at 100° C. overnight. The solut...